describe an organic reaction: reactants, conditions, products, and yield From a dataset of the Open Reaction Database (ORD), a public repository of structured organic reaction records. The reactants are CC(C)(C)OC(=O)N(CCCCC#N)OCc1ccccc1, CO, [NH4+], [OH-]. Yields the product CC(C)(C)OC(=O)N(CCCCCN)OCc1ccccc1. Reaction SMILES: [C:3]([CH3:4])([CH3:5])([CH3:6])[O:7][C:8](=[O:9])[N:10]([O:11][CH2:12][c:13]1[cH:14][cH:15][cH:16][cH:17][cH:18]1)[CH2:19][CH2:20][CH2:21][CH2:22][C:23]#[N:24].[CH3:25][OH:26].[NH4+:2].[OH-:1]>>[C:3]([CH3:4])([CH3:5])([CH3:6])[O:7][C:8](=[O:9])[N:10]([O:11][CH2:12][c:13]1[cH:14][cH:15][cH:16][cH:17][cH:18]1)[CH2:19][CH2:20][CH2:21][CH2:22][CH2:23][NH2:24]. Starting materials: N1(CCOCC1)CCNC(=O)C=1NC2=CC(=CC=C2C1C=1N(C=NC1C1=CC=CC=C1)CC1=CC=C(C=C1)Cl)Cl (6-Chloro-3-[3-(4-chloro-benzyl)-5-phenyl-3H-imidazol-4-yl]-1H-indole-2-carboxylic acid (2-morpholin-4-yl-ethyl)-amide), [Al+3].[Cl-].[Cl-].[Cl-] (AlCl3), [H-].[H-].[H-].[H-].[Li+].[Al+3] (LAH). Run in C1CCOC1 (THF). The product is ClC1=CC=C2C(=C(NC2=C1)CNCCN1CCOCC1)C=1N(C=NC1C1=CC=CC=C1)CC1=CC=C(C=C1)Cl ({6-Chloro-3-[3-(4-chloro-benzyl)-5-phenyl-3H-imidazol-4-yl]-1H-indol-2-ylmethyl}-(2-morpholin-4-yl-ethyl)-amine). RXN SMILES: [N:1]1([CH2:7][CH2:8][NH:9][C:10]([C:12]2[NH:13][C:14]3[C:19]([C:20]=2[C:21]2[N:22]([CH2:32][C:33]4[CH:38]=[CH:37][C:36]([Cl:39])=[CH:35][CH:34]=4)[CH:23]=[N:24][C:25]=2[C:26]2[CH:31]=[CH:30][CH:29]=[CH:28][CH:27]=2)=[CH:18][CH:17]=[C:16]([Cl:40])[CH:15]=3)=O)[CH2:6][CH2:5][O:4][CH2:3][CH2:2]1.[Al+3].[Cl-].[Cl-].[Cl-].[H-].[H-].[H-].[H-].[Li+].[Al+3]>C1COCC1>[Cl:40][C:16]1[CH:15]=[C:14]2[C:19]([C:20]([C:21]3[N:22]([CH2:32][C:33]4[CH:38]=[CH:37][C:36]([Cl:39])=[CH:35][CH:34]=4)[CH:23]=[N:24][C:25]=3[C:26]3[CH:31]=[CH:30][CH:29]=[CH:28][CH:27]=3)=[C:12]([CH2:10][NH:9][CH2:8][CH2:7][N:1]3[CH2:2][CH2:3][O:4][CH2:5][CH2:6]3)[NH:13]2)=[CH:18][CH:17]=1 |f:1.2.3.4,5.6.7.8.9.10|. Procedure details: A mixture of Example 2 (101 mg, 0.18 mmol), AlCl3 (117 mg, 0.88 mmol) and LAH (33 mg, 0.88 mmol) in THF (2 mL) is refluxed. After completion the reaction mixture is quenched by sodium-potassium tartarate and neutralized by saturated aqueous NaHCO3. EtOA is added and the organic layer is washed with brine, dried over MgSO4 and evaporated in vacuo. Silica gel flash chromatography of the residue affords the title compound as a colorless powder; ES-MS: M+H=561.8: AtRet=3.74 min.